Dataset: the Open Reaction Database (ORD), a public repository of structured organic reaction records. Task: describe an organic reaction: reactants, conditions, products, and yield Product: O=C(c1cccc(O)c1)c1ccc(Br)c(F)c1. The reactants are [Al+3], COc1cccc(C(=O)c2ccc(Br)c(F)c2)c1, Cc1ccccc1, [Cl-], [Cl-], [Cl-], Cl. As a reaction SMILES: [Al+3:20].[Br:1][c:2]1[c:3]([F:18])[cH:4][c:5]([C:8](=[O:9])[c:10]2[cH:11][c:12]([O:16][CH3:17])[cH:13][cH:14][cH:15]2)[cH:6][cH:7]1.[CH3:24][c:25]1[cH:26][cH:27][cH:28][cH:29][cH:30]1.[Cl-:19].[Cl-:21].[Cl-:22].[ClH:23]>>[Br:1][c:2]1[c:3]([F:18])[cH:4][c:5]([C:8](=[O:9])[c:10]2[cH:11][c:12]([OH:16])[cH:13][cH:14][cH:15]2)[cH:6][cH:7]1.